This data is from the Open Reaction Database (ORD), a public repository of structured organic reaction records. The task is: describe an organic reaction: reactants, conditions, products, and yield Starting materials: [N+](=O)([O-])C=1C(=NC(=NC1)NCC1=CC(=C(C=C1)Cl)Cl)NCCNC(=O)OC(C)(C)C (N-{2-[(5-nitro-2-{[(3,4-dichlorophenyl)methyl]amino}pyrimidin-4-yl)amino]ethyl}(tert-butoxy)carboxamide), NN (hydrazine). The reagents and catalysts are [Ni] (Ni). The solvent is CO (MeOH). Conditions: temperature 60 celsius. Yields the product NC=1C(=NC(=NC1)NCC1=CC(=C(C=C1)Cl)Cl)NCCNC(=O)OC(C)(C)C (N-{2-[(5-amino-2-{[(3,4-dichlorophenyl)methyl]amino}pyrimidin-4-yl)amino]ethyl}(tert-butoxy)carboxamide). RXN SMILES: [N+:1]([C:4]1[C:5]([NH:20][CH2:21][CH2:22][NH:23][C:24]([O:26][C:27]([CH3:30])([CH3:29])[CH3:28])=[O:25])=[N:6][C:7]([NH:10][CH2:11][C:12]2[CH:17]=[CH:16][C:15]([Cl:18])=[C:14]([Cl:19])[CH:13]=2)=[N:8][CH:9]=1)([O-])=O.NN>CO.[Ni]>[NH2:1][C:4]1[C:5]([NH:20][CH2:21][CH2:22][NH:23][C:24]([O:26][C:27]([CH3:30])([CH3:29])[CH3:28])=[O:25])=[N:6][C:7]([NH:10][CH2:11][C:12]2[CH:17]=[CH:16][C:15]([Cl:18])=[C:14]([Cl:19])[CH:13]=2)=[N:8][CH:9]=1. Procedure: To a suspension of N-{2-[(5-nitro-2-{[(3,4-dichlorophenyl)methyl]amino}pyrimidin-4-yl)amino]ethyl}(tert-butoxy)carboxamide, prepared as described in Example 4, (1.5 g, 3.28 mmol) in MeOH (100 mL) was added hydrazine (1.8 mL of 65% v/v aq. solution, 33 mmol). The reaction mixture was heated to 60° C. Raney Ni was added in portions to keep evolution of nitrogen steady. After 1 h the reaction mixture was cooled to room temperature, catalyst filtered off, and the filter cake washed with MeOH. The re... The reactants are C(#N)C(C(=O)OC)(CCOC)CCOC (methyl 2-cyano-4-methoxy-2-(2-methoxyethyl)butanoate), CCCCCC (hexane), COC(C)(C)C (tert-butyl methyl ether), [OH-].[Na+] (sodium hydroxide). Solvent: O1CCCC1 (tetrahydrofuran). Conditions: time 7 hour. Product: C(#N)C(C(=O)O)(CCOC)CCOC (2-cyano-4-methoxy-2-(2-methoxyethyl)butyric acid). RXN SMILES: [C:1]([C:3]([CH2:12][CH2:13][O:14][CH3:15])([CH2:8][CH2:9][O:10][CH3:11])[C:4]([O:6]C)=[O:5])#[N:2].[OH-].[Na+].CCCCCC.COC(C)(C)C>O1CCCC1>[C:1]([C:3]([CH2:8][CH2:9][O:10][CH3:11])([CH2:12][CH2:13][O:14][CH3:15])[C:4]([OH:6])=[O:5])#[N:2] |f:1.2|. Reported procedure: To a solution of methyl 2-cyano-4-methoxy-2-(2-methoxyethyl)butanoate (1.13 g) synthesized according to the method described in European Journal of Organic Chemistry, 2005, vol. 20, pp. 4313-4321 in tetrahydrofuran (10 mL), 1.0 mol/L aqueous sodium hydroxide (20 mL) was added at room temperature, and the mixture was stirred at the same temperature for 7 hours. To the reaction mixture, hexane and tert-butyl methyl ether were added. The aqueous layer was separated, and ethyl acetate and 1.0 mol/L ...